From a dataset of the Open Reaction Database (ORD), a public repository of structured organic reaction records. describe an organic reaction: reactants, conditions, products, and yield The reactants are C(C)(C)(C)OC(=O)N1C(CC(C1)OCC1=CC=CC=C1)CC(=O)O (4-Benzyloxy-2-carboxymethyl-pyrrolidine-1-carboxylic acid tert-butyl ester), NC(CC)C1=CC=C(C=C1)CO ([4-(1-aminopropyl)-phenyl]-methanol), C=1C=CC2=C(C1)N=NN2O (HOBt). The solvent is C(CCl)Cl (EDC). The product is C(C)(C)(C)OC(=O)N1C(CC(C1)OCC1=CC=CC=C1)CC(NC1CCCC2=CC(=CC=C12)CO)=O (4-benzyloxy-2-[(6-hydroxymethyl-1,2,3,4-tetrahydro-naphthalen-1-ylcarbamoyl)-methyl]-pyrrolidine-1-carboxylic acid tert-butyl ester). As a reaction SMILES: [C:1]([O:5][C:6]([N:8]1[CH2:12][CH:11]([O:13][CH2:14][C:15]2[CH:20]=[CH:19][CH:18]=[CH:17][CH:16]=2)[CH2:10][CH:9]1[CH2:21][C:22](O)=[O:23])=[O:7])([CH3:4])([CH3:3])[CH3:2].[NH2:25][CH:26]([C:29]1[CH:34]=[CH:33][C:32]([CH2:35][OH:36])=[CH:31][CH:30]=1)[CH2:27][CH3:28].[CH:37]1C=CC2N(O)N=NC=2C=1>C(Cl)CCl>[C:1]([O:5][C:6]([N:8]1[CH2:12][CH:11]([O:13][CH2:14][C:15]2[CH:20]=[CH:19][CH:18]=[CH:17][CH:16]=2)[CH2:10][CH:9]1[CH2:21][C:22](=[O:23])[NH:25][CH:26]1[C:29]2[C:34](=[CH:33][C:32]([CH2:35][OH:36])=[CH:31][CH:30]=2)[CH2:37][CH2:28][CH2:27]1)=[O:7])([CH3:4])([CH3:2])[CH3:3]. Procedure: 4-Benzyloxy-2-carboxymethyl-pyrrolidine-1-carboxylic acid tert-butyl ester was coupled to [4-(1-aminopropyl)-phenyl]-methanol using EDC and HOBt as described earlier to afford the title compound as a white solid (MS,495, M+H). The reactants are C(C(C)C)N1N=C(C=C(C1=O)COS(=O)(=O)C)C1=CC=C(C=C1)C(F)(F)F (2-isobutyl-4-methanesulfonyloxymethyl-6-(4-trifluoromethylphenyl)-2H-pyridazin-3-one), C1(=CC=C(C=C1)C=1C=C(C(N(N1)CC(C)C)=O)C(=O)OC)C1=CC=CC=C1 (6-(4-biphenylyl)-2-isobutyl-4-methoxycarbonyl-2H-pyridazin-3-one). Yields the product C1(=CC=C(C=C1)C=1C=C(C(N(N1)CC(C)C)=O)C(=O)O)C1=CC=CC=C1 (6-(4-biphenylyl)-4-carboxy-2-isobutyl-2H-pyridazin-3-one). Yield: 79.2%. Reaction SMILES: C(N1C(=O)C(COS(C)(=O)=O)=CC(C2C=CC(C(F)(F)F)=CC=2)=N1)C(C)C.[C:28]1([C:49]2[CH:54]=[CH:53][CH:52]=[CH:51][CH:50]=2)[CH:33]=[CH:32][C:31]([C:34]2[CH:35]=[C:36]([C:45]([O:47]C)=[O:46])[C:37](=[O:44])[N:38]([CH2:40][CH:41]([CH3:43])[CH3:42])[N:39]=2)=[CH:30][CH:29]=1>>[C:28]1([C:49]2[CH:50]=[CH:51][CH:52]=[CH:53][CH:54]=2)[CH:29]=[CH:30][C:31]([C:34]2[CH:35]=[C:36]([C:45]([OH:47])=[O:46])[C:37](=[O:44])[N:38]([CH2:40][CH:41]([CH3:43])[CH3:42])[N:39]=2)=[CH:32][CH:33]=1. Procedure details: Following the procedure of Example 1 (7), 6-(4-biphenylyl)-2-isobutyl-4-methoxycarbonyl-2H-pyridazin-3-one was reacted to yield the title compound as a colorless crystalline powder (yield: 79.2%). Starting materials: Cl, O=C(O)Cc1c[nH]c2ccc(F)cc12, COc1ccccc1C1(O)CCC(c2ccccc2)(c2ccccc2)C2CNCC21. The product is COc1ccccc1C1(O)CCC(c2ccccc2)(c2ccccc2)C2CN(C(=O)Cc3c[nH]c4ccc(F)cc34)CC21. Reaction SMILES: [ClH:1].[F:32][c:33]1[cH:34][c:35]2[c:36]([CH2:42][C:43](=[O:44])[OH:45])[cH:37][nH:38][c:39]2[cH:40][cH:41]1.[c:2]1([C:8]2([c:26]3[cH:27][cH:28][cH:29][cH:30][cH:31]3)[CH2:9][CH2:10][C:11]([OH:17])([c:18]3[c:19]([O:24][CH3:25])[cH:20][cH:21][cH:22][cH:23]3)[CH:12]3[CH2:13][NH:14][CH2:15][CH:16]23)[cH:3][cH:4][cH:5][cH:6][cH:7]1>>[c:2]1([C:8]2([c:26]3[cH:27][cH:28][cH:29][cH:30][cH:31]3)[CH2:9][CH2:10][C:11]([OH:17])([c:18]3[c:19]([O:24][CH3:25])[cH:20][cH:21][cH:22][cH:23]3)[CH:12]3[CH2:13][N:14]([C:43]([CH2:42][c:36]4[c:35]5[cH:34][c:33]([F:32])[cH:41][cH:40][c:39]5[nH:38][cH:37]4)=[O:44])[CH2:15][CH:16]23)[cH:3][cH:4][cH:5][cH:6][cH:7]1. The reactants are NC(C(=O)OCC)CCCCCCC(=O)OCC (Diethyl 2-aminononanedioate), C(C1=CC=CC=C1)=O (benzaldehyde), CI (methyl iodide). Run in ice water, C1=CC=CC=C1 (benzene). Conditions: time 8 hour. Yields the product C(C1=CC=CC=C1)=NC(C(=O)OCC)(CCCCCCC(=O)OCC)C (diethyl 2-(benzylideneamino)2-methylnonanedioate). The yield is 91.8%. As a reaction SMILES: [NH2:1][CH:2]([CH2:8][CH2:9][CH2:10][CH2:11][CH2:12][CH2:13][C:14]([O:16][CH2:17][CH3:18])=[O:15])[C:3]([O:5][CH2:6][CH3:7])=[O:4].[CH:19](=O)[C:20]1[CH:25]=[CH:24][CH:23]=[CH:22][CH:21]=1.[CH3:27]I>C1C=CC=CC=1>[CH:19](=[N:1][C:2]([CH3:27])([CH2:8][CH2:9][CH2:10][CH2:11][CH2:12][CH2:13][C:14]([O:16][CH2:17][CH3:18])=[O:15])[C:3]([O:5][CH2:6][CH3:7])=[O:4])[C:20]1[CH:25]=[CH:24][CH:23]=[CH:22][CH:21]=1. Procedure details: Diethyl 2-aminononanedioate (5.0 g) was heated with benzaldehyde (2.15 g) in benzene (10 ml) under reflux for 12/3 hours, removing the water formed by means of a Dean and Stark apparatus. The benzene was evaporated in vacuo and the residual oil was taken up in dry tetrahydrofuran (20 ml), stirred under dry nitrogen, treated with sodium hydride (0.61 g of a 80% dispersion in mineral oil), and heated until evolution of hydrogen began. Thereafter, reaction was allowed to proceed at room temperature...